Task: describe an organic reaction: reactants, conditions, products, and yield. Dataset: the Open Reaction Database (ORD), a public repository of structured organic reaction records The reactants are IC (Iodomethane), C(C1=CC=CC=C1)OC(=O)N[C@H](C(=O)O)CNC(=O)OC(C)(C)C ((S)-2-(benzyloxycarbonylamino)-3-(tert-butoxycarbonylamino)propionoic acid), C([O-])([O-])=O.[K+].[K+] (potassium carbonate). Solvent: CN(C=O)C (N,N-dimethylformamide). Conditions: time 2 hour. Product: C(C1=CC=CC=C1)OC(=O)N[C@H](C(=O)OC)CNC(=O)OC(C)(C)C (methyl (S)-2-(benzyloxycarbonylamino)-3-(tert-butoxycarbonylamino)propionate). The yield is 104.7%. RXN SMILES: IC.[CH2:3]([O:10][C:11]([NH:13][C@@H:14]([CH2:18][NH:19][C:20]([O:22][C:23]([CH3:26])([CH3:25])[CH3:24])=[O:21])[C:15]([OH:17])=[O:16])=[O:12])[C:4]1[CH:9]=[CH:8][CH:7]=[CH:6][CH:5]=1.[C:27](=O)([O-])[O-].[K+].[K+]>CN(C)C=O>[CH2:3]([O:10][C:11]([NH:13][C@@H:14]([CH2:18][NH:19][C:20]([O:22][C:23]([CH3:26])([CH3:25])[CH3:24])=[O:21])[C:15]([O:17][CH3:27])=[O:16])=[O:12])[C:4]1[CH:5]=[CH:6][CH:7]=[CH:8][CH:9]=1 |f:2.3.4|. Procedure details: Iodomethane (554 mg) was added to a suspension of (S)-2-(benzyloxycarbonylamino)-3-(tert-butoxycarbonylamino)propionoic acid (1.1 g) and potassium carbonate (539 mg) in N,N-dimethylformamide (7 mL). The mixture was stirred for 2 hours at ambient temperature and partitioned between ethyl acetate and water. The organic layer was washed with brine, dried over magnesium sulfate and concentrated in vacuo to give methyl (S)-2-(benzyloxycarbonylamino)-3-(tert-butoxycarbonylamino)propionate (1.2 g) as a... Starting materials: N1=CC(=CC=C1)C#C (3-pyridyl acetylene), C[Si](C)(C)N=[N+]=[N-] (trimethylsilyl azide). Run in O (water). Run at temperature 150 celsius. Yields the product N1=CC(=CC=C1)C=1N=NNC1 (4-(3-Pyridyl)-1,2,3-triazole). Reaction SMILES: [N:1]1[CH:6]=[CH:5][CH:4]=[C:3]([C:7]#[CH:8])[CH:2]=1.C[Si]([N:13]=[N+:14]=[N-:15])(C)C>O>[N:1]1[CH:6]=[CH:5][CH:4]=[C:3]([C:7]2[N:13]=[N:14][NH:15][CH:8]=2)[CH:2]=1. Reported procedure: In a glass-coated bomb tube 6.5 g (0.063 mol) of 3-pyridyl acetylene (T. Sakamoto et al., Synthesis (1983) 312) and 8.7 g (0.075 mol) of trimethylsilyl azide were mixed and heated to 150° C. for 20 h. After cooling the mixture was poured into water. A colorless solid, 68, formed, which was isolated by filtration and dried. Yield: 4.0 g (0.028 mol, 44%). The reactants are C(C)(=O)OCCN1C(=CC=C1)C(C(=O)OCC)=O (ethyl 1-(2-acetoxyethyl)pyrrole-2-glyoxalate), S(=O)(=O)(Cl)Cl (sulfuryl chloride), CCCCCC (hexane), C(C)(=O)OCC (ethyl acetate). Solvent: ClCCl (dichloromethane). Product: C(C)(=O)OCCN1C(=CC(=C1)Cl)C(C(=O)OCC)=O (ethyl 1-(2-acetoxyethyl)4-chloropyrrole-2-glyoxalate). Isolated yield 41.0%. As a reaction SMILES: [C:1]([O:4][CH2:5][CH2:6][N:7]1[CH:11]=[CH:10][CH:9]=[C:8]1[C:12](=[O:18])[C:13]([O:15][CH2:16][CH3:17])=[O:14])(=[O:3])[CH3:2].S(Cl)([Cl:22])(=O)=O.CCCCCC.C(OCC)(=O)C>ClCCl>[C:1]([O:4][CH2:5][CH2:6][N:7]1[CH:11]=[C:10]([Cl:22])[CH:9]=[C:8]1[C:12](=[O:18])[C:13]([O:15][CH2:16][CH3:17])=[O:14])(=[O:3])[CH3:2]. Reported procedure: The resulting ethyl 1-(2-acetoxyethyl)pyrrole-2-glyoxalate prepared as in Preparation I (40.5 g, 0.16 mol.) is dissolved in anhydrous dichloromethane (900 ml.) and cooled to -70°. Recently distilled sulfuryl chloride (13.7 ml., 0.17 mol.) is added in a dropwise manner. When the addition is completed, the solution is allowed to come to room temperature spontaneously. After two hours at this temperature TLC (silica gel; hexane:ethyl acetate; 80:20) shows the absence of starting material. The solve... The reactants are CO, CCOC(C)=O, [Cl-], [NH4+], [Na+], C1CCOC1, [OH-], O, COC(=O)c1nn(C(c2ccccc2)(c2ccccc2)c2ccccc2)cc1-c1ccc2ncc(-c3ccccn3)n2c1. The product is O=C(O)c1nn(C(c2ccccc2)(c2ccccc2)c2ccccc2)cc1-c1ccc2ncc(-c3ccccn3)n2c1. Reaction SMILES: [CH3:46][OH:47].[CH3:51][CH2:52][O:53][C:54](=[O:55])[CH3:56].[Cl-:48].[NH4+:49].[Na+:45].[O:57]1[CH2:58][CH2:59][CH2:60][CH2:61]1.[OH-:44].[OH2:50].[n:1]1[c:2](-[c:7]2[cH:8][n:9][c:10]3[n:11]2[cH:12][c:13](-[c:16]2[c:17]([C:40](=[O:41])[O:42][CH3:43])[n:18][n:19]([C:21]([c:22]4[cH:23][cH:24][cH:25][cH:26][cH:27]4)([c:28]4[cH:29][cH:30][cH:31][cH:32][cH:33]4)[c:34]4[cH:35][cH:36][cH:37][cH:38][cH:39]4)[cH:20]2)[cH:14][cH:15]3)[cH:3][cH:4][cH:5][cH:6]1>>[n:1]1[c:2](-[c:7]2[cH:8][n:9][c:10]3[n:11]2[cH:12][c:13](-[c:16]2[c:17]([C:40](=[O:41])[OH:42])[n:18][n:19]([C:21]([c:22]4[cH:23][cH:24][cH:25][cH:26][cH:27]4)([c:28]4[cH:29][cH:30][cH:31][cH:32][cH:33]4)[c:34]4[cH:35][cH:36][cH:37][cH:38][cH:39]4)[cH:20]2)[cH:14][cH:15]3)[cH:3][cH:4][cH:5][cH:6]1. Starting materials: O[C@H](C(=O)O)[C@@H](C(=O)O)O ((2S,3S)-2,3-dihydroxysuccinic acid), FC1=CC=C(C=C1)NC(C(=O)O[C@H]1CN2CCC1CC2)C2=CC=CC=C2 ((R)-quinuclidin-3-yl 2-(4-fluorophenylamino)-2-phenylacetate). Solvent: CC(=O)C (acetone). Product: FC1=CC=C(C=C1)N[C@@H](C(=O)O[C@H]1CN2CCC1CC2)C2=CC=CC=C2 ((R)—((R)-quinuclidin-3-yl) 2-(4-fluorophenylamino)-2-phenylacetate). Reaction SMILES: O[C@@H]([C@H](O)C(O)=O)C(O)=O.[F:11][C:12]1[CH:17]=[CH:16][C:15]([NH:18][CH:19]([C:31]2[CH:36]=[CH:35][CH:34]=[CH:33][CH:32]=2)[C:20]([O:22][C@@H:23]2[CH:28]3[CH2:29][CH2:30][N:25]([CH2:26][CH2:27]3)[CH2:24]2)=[O:21])=[CH:14][CH:13]=1>CC(C)=O>[F:11][C:12]1[CH:17]=[CH:16][C:15]([NH:18][C@H:19]([C:31]2[CH:32]=[CH:33][CH:34]=[CH:35][CH:36]=2)[C:20]([O:22][C@@H:23]2[CH:28]3[CH2:29][CH2:30][N:25]([CH2:26][CH2:27]3)[CH2:24]2)=[O:21])=[CH:14][CH:13]=1. Reported procedure: (2S,3S)-2,3-dihydroxysuccinic acid (0.23 g, 1.52 mmol) was added to a suspension of (R)-quinuclidin-3-yl 2-(4-fluorophenylamino)-2-phenylacetate (1.08 g, 3.05 mmol) in acetone (140 ml). The resulting mixture was heated at reflux and then allowed to cool at room temperature. The reactants are ice water, Cl (hydrochloric acid), CC1(OC(CC(O1)=O)=O)C (2,2-dimethyl-1,3-dioxane-4,6-dione), N1=CC=CC=C1 (pyridine), C(CCCCCCCCCCCCCCC)(=O)Cl (palmitoyl chloride). Solvent: C(Cl)(Cl)Cl (chloroform), ClCCl (dichloromethane). Reaction conditions: temperature 0 celsius, time 2 hour. Yields the product CC1(OC(C(C(O1)=O)=C(CCCCCCCCCCCCCCC)O)=O)C (2,2-dimethyl-5-(1-hydroxyhexadecylidene)-1,3-dioxane-4,6-dione). Yield: 104.7%. RXN SMILES: [CH3:1][C:2]1([CH3:10])[O:7][C:6](=[O:8])[CH2:5][C:4](=[O:9])[O:3]1.N1C=CC=CC=1.[C:17](Cl)(=[O:33])[CH2:18][CH2:19][CH2:20][CH2:21][CH2:22][CH2:23][CH2:24][CH2:25][CH2:26][CH2:27][CH2:28][CH2:29][CH2:30][CH2:31][CH3:32].Cl>ClCCl.C(Cl)(Cl)Cl>[CH3:1][C:2]1([CH3:10])[O:7][C:6](=[O:8])[C:5](=[C:17]([OH:33])[CH2:18][CH2:19][CH2:20][CH2:21][CH2:22][CH2:23][CH2:24][CH2:25][CH2:26][CH2:27][CH2:28][CH2:29][CH2:30][CH2:31][CH3:32])[C:4](=[O:9])[O:3]1. Procedure: To a solution of 2,2-dimethyl-1,3-dioxane-4,6-dione (Meldrum's acid, 72 g) in dichloromethane (1 l) was added pyridine (81 ml). Then, palmitoyl chloride (150.7 g) was added thereto at 0° C. The mixture was stirred at 0° C. for 1 hour and for additional 2 hours at ambient temperature. The reaction mixture was diluted with chloroform (1 l), poured into ice water (1 l), acidified with dilute hydrochloric acid solution, and washed with water (500 ml×3). After drying over magnesium sulfate, the solve...